Dataset: the Open Reaction Database (ORD), a public repository of structured organic reaction records. Task: describe an organic reaction: reactants, conditions, products, and yield Reactants: CCO, COc1cccc(C=CC(=O)O)c1, [H][H]. Product: COc1cccc(CCC(=O)O)c1. As a reaction SMILES: [CH3:16][CH2:17][OH:18].[CH3:1][O:2][c:3]1[cH:4][c:5]([CH:6]=[CH:7][C:8](=[O:9])[OH:10])[cH:11][cH:12][cH:13]1.[H:14][H:15]>>[CH3:1][O:2][c:3]1[cH:4][c:5]([CH2:6][CH2:7][C:8](=[O:9])[OH:10])[cH:11][cH:12][cH:13]1. The reactants are [N+](=O)([O-])C1=CC=C(CN2CCN(CC2)C2=C(C=C3C(C(=CN4C(CCC2=C34)C)C(=O)O)=O)F)C=C1 (8-[4-(4-nitrobenzyl)-1-piperazinyl]-9-fluoro-6,7-dihydro-5-methyl-1-oxo-1H, 5H-benzo[ij]quinolizine-2-carboxylic acid), [H][H] (hydrogen), [H][H] (hydrogen). Reagents/catalysts: [Pd] (palladium on charcoal). Run in C(C)(=O)O (acetic acid). Product: NC1=CC=C(CN2CCN(CC2)C2=C(C=C3C(C(=CN4C(CCC2=C34)C)C(=O)O)=O)F)C=C1 (8-[4-(4-aminobenzyl)-1-piperazinyl]-9-fluoro-6,7-dihydro-5-methyl-1-oxo-1H,5H-benzo[ij]quinolizine-2-carboxylic acid). Isolated yield 37.1%. As a reaction SMILES: [N+:1]([C:4]1[CH:35]=[CH:34][C:7]([CH2:8][N:9]2[CH2:14][CH2:13][N:12]([C:15]3[C:26]4=[C:27]5[N:22]([CH:23]([CH3:28])[CH2:24][CH2:25]4)[CH:21]=[C:20]([C:29]([OH:31])=[O:30])[C:19](=[O:32])[C:18]5=[CH:17][C:16]=3[F:33])[CH2:11][CH2:10]2)=[CH:6][CH:5]=1)([O-])=O.[H][H]>[Pd].C(O)(=O)C>[NH2:1][C:4]1[CH:35]=[CH:34][C:7]([CH2:8][N:9]2[CH2:10][CH2:11][N:12]([C:15]3[C:26]4=[C:27]5[N:22]([CH:23]([CH3:28])[CH2:24][CH2:25]4)[CH:21]=[C:20]([C:29]([OH:31])=[O:30])[C:19](=[O:32])[C:18]5=[CH:17][C:16]=3[F:33])[CH2:13][CH2:14]2)=[CH:6][CH:5]=1. Reported procedure: The Compound [II] (0.71 g), mixed with 10% palladium on charcoal (0.2 g) and acetic acid (25 ml), was hydrogenated with the calculated volume of hydrogen under normal pressure at room temperature. After the calculated volume of hydrogen was taken up, palladium on charcoal was filtered, and the filtrate was concentrated to dryness. The residue was dissolved in a small amount of water, and neutralized with 10% sodium hydroxide solution. The resulting precipitate was collected, dried, and purified ... Starting materials: O=C([O-])[O-], O=C1Nc2c(F)cccc2C1=O, CI, [K+], [K+], CN(C)C=O, O. The product is CN1C(=O)C(=O)c2cccc(F)c21. As a reaction SMILES: [C:15](=[O:16])([O-:17])[O-:18].[F:1][c:2]1[cH:3][cH:4][cH:5][c:6]2[c:10]1[NH:9][C:8](=[O:11])[C:7]2=[O:12].[I:13][CH3:14].[K+:19].[K+:20].[O:21]=[CH:22][N:23]([CH3:24])[CH3:25].[OH2:26]>>[F:1][c:2]1[cH:3][cH:4][cH:5][c:6]2[c:10]1[N:9]([CH3:15])[C:8](=[O:11])[C:7]2=[O:12]. The reactants are FC1=CC=C(C=C1)C1(CCC1)C1=NCCC2=CC=C(C=C12)OCCN (2-({1-[1-(4-fluorophenyl)cyclobutyl]-3,4-dihydroisoquinolin-7-yl}oxy)ethanamine), ClC1=CC=C(C=C1)C1(CCC1)C1=NCCC2=CC(=CC=C12)O (1-[1-(4-chlorophenyl)cyclobutyl]-3,4-dihydroisoquinolin-6-ol). Yields the product ClC1=CC=C(C=C1)C1(CCC1)C1=NCCC2=CC(=CC=C12)OCCN (2-({1-[1-(4-Chlorophenyl)cyclobutyl]-3,4-dihydroisoquinolin-6-yl}oxy)ethanamine). As a reaction SMILES: FC1C=CC([C:8]2([C:12]3C4C(=CC=C(OCCN)C=4)CC[N:13]=3)CCC2)=CC=1.[Cl:26][C:27]1[CH:32]=[CH:31][C:30]([C:33]2([C:37]3[C:46]4[C:41](=[CH:42][C:43]([OH:47])=[CH:44][CH:45]=4)[CH2:40][CH2:39][N:38]=3)[CH2:36][CH2:35][CH2:34]2)=[CH:29][CH:28]=1>>[Cl:26][C:27]1[CH:28]=[CH:29][C:30]([C:33]2([C:37]3[C:46]4[C:41](=[CH:42][C:43]([O:47][CH2:8][CH2:12][NH2:13])=[CH:44][CH:45]=4)[CH2:40][CH2:39][N:38]=3)[CH2:36][CH2:35][CH2:34]2)=[CH:31][CH:32]=1. Procedure details: 2-({1-[1-(4-Chlorophenyl)cyclobutyl]-3,4-dihydroisoquinolin-6-yl}oxy)ethanamine was prepared analogously to 2-({1-[1-(4-fluorophenyl)cyclobutyl]-3,4-dihydroisoquinolin-7-yl}oxy)ethanamine using 1-[1-(4-chlorophenyl)cyclobutyl]-3,4-dihydroisoquinolin-6-ol in place of 1-[1-(4-fluorophenyl)cyclobutyl]-3,4-dihydroisoquinolin-7-ol (cf. example 65). Reactants: N(=[N+]=[N-])C1=CC=C(C(=O)C2=CC=CC=C2)C=C1 (4-azidobenzophenone), O (water), stainless steel. The solvent is C(C)(=O)OCC (ethyl acetate). Reaction conditions: time 30 minute. The product is NC1=CC=C(C(=O)C2=CC=CC=C2)C=C1 (4-aminobenzophenone). The yield is 90.0%. RXN SMILES: [N:1]([C:4]1[CH:17]=[CH:16][C:7]([C:8]([C:10]2[CH:15]=[CH:14][CH:13]=[CH:12][CH:11]=2)=[O:9])=[CH:6][CH:5]=1)=[N+]=[N-].O>C(OCC)(=O)C>[NH2:1][C:4]1[CH:5]=[CH:6][C:7]([C:8]([C:10]2[CH:15]=[CH:14][CH:13]=[CH:12][CH:11]=2)=[O:9])=[CH:16][CH:17]=1. Reported procedure: 111.6 mg (0.50 mmol) of 4-azidobenzophenone (5), 270 μL (15 mmol) of distilled water and stainless steel balls (50 pieces) were placed in the vessel of the planetary ball mill, which was then closed, and agitated by operating the planetary ball mill for 12 hours at 800 rpm (reversed every 30 minutes). After the lapse of 12 hours, 10 mL of ethyl acetate was added to the vessel of the ball mill to provide a solution containing the reaction product, which was then filtered with celite. The operatio... Starting materials: Brc1cccnc1, O=C([O-])[O-], C1CCOC1, CCOC(=O)c1nc(CCOC)sc1N, [Cs+], [Cs+], C1COCCO1. Product: CCOC(=O)c1nc(CCOC)sc1Nc1cccnc1. RXN SMILES: [Br:22][c:23]1[cH:24][n:25][cH:26][cH:27][cH:28]1.[C:1](=[O:2])([O-:3])[O-:4].[CH2:35]1[O:36][CH2:37][CH2:38][CH2:39]1.[CH2:7]([CH3:8])[O:9][C:10](=[O:11])[c:12]1[n:13][c:14]([CH2:18][CH2:19][O:20][CH3:21])[s:15][c:16]1[NH2:17].[Cs+:5].[Cs+:6].[O:29]1[CH2:30][CH2:31][O:32][CH2:33][CH2:34]1>>[CH2:7]([CH3:8])[O:9][C:10](=[O:11])[c:12]1[n:13][c:14]([CH2:18][CH2:19][O:20][CH3:21])[s:15][c:16]1[NH:17][c:23]1[cH:24][n:25][cH:26][cH:27][cH:28]1. Starting materials: C1(O)=CC(O)=CC=C1 (Resorcinol), C=O (formaldehyde), S(=O)(=O)([O-])[O-].[Na+].[Na+] (sodium sulphate). Solvent: O (water). Yields the product C1(O)=CC(O)=CC=C1.C=O (resorcinol formaldehyde). Reaction SMILES: [C:1]1([CH:8]=[CH:7][CH:6]=[C:4]([OH:5])[CH:3]=1)[OH:2].[CH2:9]=[O:10].S([O-])([O-])(=O)=O.[Na+].[Na+]>O>[C:1]1([CH:8]=[CH:7][CH:6]=[C:4]([OH:5])[CH:3]=1)[OH:2].[CH2:9]=[O:10] |f:2.3.4,6.7|. Procedure details: Resorcinol, excess formaldehyde, and sodium sulphate were dissolved in water and heated with stirring on a water bath. As soon as the solution became cloudy, the reaction was terminated by the addition of a large volume of cold water. The precipitate was filtered off, washed with water, and dried at room temperature.